From a dataset of the Open Reaction Database (ORD), a public repository of structured organic reaction records. describe an organic reaction: reactants, conditions, products, and yield Starting materials: NC(CC1CC2(CCN(CC2)C(=O)NC2C3CC4CC(CC2C4)C3)C3=CC=CC=C13)=O ((±)-3-(2-amino-2-oxoethyl)-N-(2-adamantyl)-2,3-dihydrospiro[indene-1,4′-piperidine]-1′-carboxamide), N1=CC=CC=C1 (pyridine), FC(C(=O)OC(C(F)(F)F)=O)(F)F (trifluoroacetic anhydride). Solvent: O (water), O1CCOCC1 (dioxane). Reaction conditions: time 8 hour. The product is C(#N)CC1CC2(CCN(CC2)C(=O)NC2CCCCC2)C2=CC=CC=C12 ((±)-3-(cyanomethyl)-N-cyclohexyl-2,3-dihydrospiro[indene-1,4′-piperidine]-1′-carboxamide). The yield is 20.3%. As a reaction SMILES: FC(F)(F)C(OC(=O)C(F)(F)F)=O.[NH2:14][C:15](=O)[CH2:16][CH:17]1[C:43]2[C:38](=[CH:39][CH:40]=[CH:41][CH:42]=2)[C:19]2([CH2:24][CH2:23][N:22]([C:25]([NH:27][CH:28]3[CH:35]4CC5C[CH:33]([CH2:37][CH:29]3C5)[CH2:34]4)=[O:26])[CH2:21][CH2:20]2)[CH2:18]1.N1C=CC=CC=1>O1CCOCC1.O>[C:15]([CH2:16][CH:17]1[C:43]2[C:38](=[CH:39][CH:40]=[CH:41][CH:42]=2)[C:19]2([CH2:24][CH2:23][N:22]([C:25]([NH:27][CH:28]3[CH2:35][CH2:34][CH2:33][CH2:37][CH2:29]3)=[O:26])[CH2:21][CH2:20]2)[CH2:18]1)#[N:14]. Procedure details: A solution of trifluoroacetic anhydride (39 mg, 0.18 mmol) in dioxane (2 mL) was added dropwise to a stirred, ice-cooled solution of (±)-3-(2-amino-2-oxoethyl)-N-(2-adamantyl)-2,3-dihydrospiro[indene-1,4′-piperidine]-1′-carboxamide (60 mg, 0.14 mmol) and pyridine (63 mg, 0.28 mmol). The reaction mixture was stirred at rt overnight. The mixture was diluted with water and extracted with EtOAc. The organic layer was washed with water and brine, dried over Na2SO4, and concentrated. The crude product... Reactants: C1(=C(C(=C(C(=C1F)F)F)N)F)N.Cl.Cl (dihydrochloride), ClC(=O)OCC (Ethyl chloroformate), C(C)(=O)N1CCC2=C(C(=CC(=C12)Cl)C(=O)O)OC (1-Acetyl-5-carboxy-7-chloro-4-methoxy-1,2-dihydroindole), NC1N2CCC(C1)CC2 (Aminoquinuclidine), C(=O)([O-])[O-].[K+].[K+] (K2CO3). The solvent is C(Cl)(Cl)Cl (CHCl3), O (H2O), Cl.CO (HCl MeOH), C(Cl)(Cl)Cl.CCN(CC)CC (CHCl3 Et3N). Conditions: temperature -20 celsius, time 1 hour. Yields the product N12CC(C(CC1)CC2)NC(=O)C=2C(=C1CCNC1=C(C2)Cl)OC ((N-1-azabicyclo[2.2.2]oct-3-yl)-7-chloro-4-methoxy-2,3-dihydroindole-5-carboxamide). Reaction SMILES: ClC(OCC)=O.C([N:10]1[C:18]2[C:13](=[C:14]([O:23][CH3:24])[C:15]([C:20]([OH:22])=O)=[CH:16][C:17]=2[Cl:19])[CH2:12][CH2:11]1)(=O)C.N[CH:26]1[CH2:31][CH:30]2[CH2:32][CH2:33][N:27]1[CH2:28][CH2:29]2.C([O-])([O-])=O.[K+].[K+].C1(N)C(F)=C(F)C(F)=C([NH2:49])C=1F.Cl.Cl>C(Cl)(Cl)Cl.CCN(CC)CC.C(Cl)(Cl)Cl.O.Cl.CO>[N:27]12[CH2:33][CH2:32][CH:30]([CH2:29][CH2:28]1)[CH:31]([NH:49][C:20]([C:15]1[C:14]([O:23][CH3:24])=[C:13]3[C:18](=[C:17]([Cl:19])[CH:16]=1)[NH:10][CH2:11][CH2:12]3)=[O:22])[CH2:26]2 |f:3.4.5,6.7.8,9.10,13.14|. Procedure details: Ethyl chloroformate (25 ml) is added to a stirred mixture of the acid compound of step 10 above (0.7 g) in CHCl3 -Et3N (25 ml/0.7 g) chilled to -20° C. and stirring is continued for one hour. Aminoquinuclidine (2.8 g) and a saturated aqueous K2CO3 solution (7 ml) are added to the reaction mixture. Stirring is continued for 2 hours while slowly warning to RT. The mixture is diluted with CHCl3 and H2O, stirred for 5 minutes and the aqueous layer was separated. The organic layer is washed with H2O,... Starting materials: CCOC(=O)CC1(O)c2cc(I)ccc2Oc2ncc(Br)cc21, Cc1ccccc1, C[Si](C)(C)N=[N+]=[N-]. Product: CCOC(=O)CC1(N=[N+]=[N-])c2cc(I)ccc2Oc2ncc(Br)cc21. As a reaction SMILES: [Br:8][c:9]1[cH:10][c:11]2[c:12]([n:13][cH:14]1)[O:15][c:16]1[cH:17][cH:18][c:19]([I:30])[cH:20][c:21]1[C:22]2([OH:23])[CH2:24][C:25](=[O:26])[O:27][CH2:28][CH3:29].[CH3:31][c:32]1[cH:33][cH:34][cH:35][cH:36][cH:37]1.[N:1](=[N+:2]=[N-:3])[Si:4]([CH3:5])([CH3:6])[CH3:7]>>[N:1](=[N+:2]=[N-:3])[C:22]1([CH2:24][C:25](=[O:26])[O:27][CH2:28][CH3:29])[c:11]2[cH:10][c:9]([Br:8])[cH:14][n:13][c:12]2[O:15][c:16]2[cH:17][cH:18][c:19]([I:30])[cH:20][c:21]21. The solvent is CN(C)C=O (DMF). Starting materials: C(C)(=O)N1C(CC2=CC=CC=C12)=O (1-acetyl-2-indolinone), N1=C(C=NC=C1)C(=O)O (pyrazine-2-carboxylic acid), CN(C)C(=[N+](C)C)ON1C2=C(C=CC=C2)N=N1.[B-](F)(F)(F)F (TBTU), HOBT hydrate, C(C)N(C(C)C)C(C)C (ethyldiisopropylamine), ice water, Cl (hydrochloric acid). Conditions: time 1 hour. As a reaction SMILES: [C:1]([N:4]1[C:12]2[C:7](=[CH:8][CH:9]=[CH:10][CH:11]=2)[CH2:6][C:5]1=[O:13])(=[O:3])[CH3:2].[N:14]1[CH:19]=[CH:18][N:17]=[CH:16][C:15]=1[C:20](O)=[O:21].CN(C(ON1N=NC2C=CC=CC1=2)=[N+](C)C)C.[B-](F)(F)(F)F.C(N(C(C)C)C(C)C)C.Cl>CN(C=O)C>[C:1]([N:4]1[C:12]2[C:7](=[CH:8][CH:9]=[CH:10][CH:11]=2)[C:6](=[C:20]([OH:21])[C:15]2[CH:16]=[N:17][CH:18]=[CH:19][N:14]=2)[C:5]1=[O:13])(=[O:3])[CH3:2] |f:2.3|. Yields the product C(C)(=O)N1C(C(C2=CC=CC=C12)=C(C1=NC=CN=C1)O)=O (1-acetyl-3-[1-hydroxy-1-(2-pyrazinyl)methylene]-2-indolinone). Procedure details: 4.38 g 1-acetyl-2-indolinone, 3.41 g pyrazine-2-carboxylic acid, 8.83 g TBTU, 4.21 g HOBT-hydrate and 21.8 ml ethyldiisopropylamine are stirred in 70 ml DMF for 15 hours at ambient temperature. The mixture is poured onto 400 ml ice water and 10 ml of conc. hydrochloric acid and stirred for 1 hour. The precipitate is suction filtered, washed with water, stirred with methanol, suction filtered again, washed with methanol and dried at 100° C. Starting materials: N1=CN=C(C2=C1NC=C2)C=2C(=NC=CC2)NC2=C1C=CNC(C1=CC=C2C)=O (5-(3-(7H-Pyrrolo[2,3-d]pyrimidin-4-yl)pyridin-2-ylamino)-6-methylisoquinolin-1(2H)-one), P(=O)(Cl)(Cl)Cl (phosphorous oxychloride). Yields the product N1=CN=C(C2=C1NC=C2)C=2C(=NC=CC2)NC=2C=1C=CN=C(C1C=CC2C)Cl (N-(3-(7H-pyrrolo[2,3-d]pyrimidin-4-yl)pyridin-2-yl)-1-chloro-6-methylisoquinolin-5-amine). Isolated yield 67.3%. RXN SMILES: [N:1]1[C:6]2[NH:7][CH:8]=[CH:9][C:5]=2[C:4]([C:10]2[C:11]([NH:16][C:17]3[C:26]([CH3:27])=[CH:25][CH:24]=[C:23]4[C:18]=3[CH:19]=[CH:20][NH:21][C:22]4=O)=[N:12][CH:13]=[CH:14][CH:15]=2)=[N:3][CH:2]=1.P(Cl)(Cl)([Cl:31])=O>>[N:1]1[C:6]2[NH:7][CH:8]=[CH:9][C:5]=2[C:4]([C:10]2[C:11]([NH:16][C:17]3[C:18]4[CH:19]=[CH:20][N:21]=[C:22]([Cl:31])[C:23]=4[CH:24]=[CH:25][C:26]=3[CH3:27])=[N:12][CH:13]=[CH:14][CH:15]=2)=[N:3][CH:2]=1. Procedure: 5-(3-(7H-Pyrrolo[2,3-d]pyrimidin-4-yl)pyridin-2-ylamino)-6-methylisoquinolin-1(2H)-one (750 mg, 2036 μmol) was suspended in phosphorous oxychloride (9.5 mL, 10.2 mmol). The reaction vessel was flushed with N2 and sealed. The reaction was heated in an oil bath for 5 h. The excess reagent was removed in vacuo. The residue was azeotroped with toluene times and then put under high vacuum overnight. The residue was suspended with 50 g of ice. The suspension was neutralized with NaHCO3 (aq., sat.). Th... Reactants: C(#N)C=1C=C(C=CC1)\C=C/C(=O)OCC (ethyl (Z) 3-(3-cyanophenyl)-2-propenoate), C(C)(C)(C)NS(=O)(=O)C1=C(C=CC=C1)C1=CC=C(C=C1)N (2′-tert-butylaminosulfonyl-4-amino-[1,1′]-biphenyl), C[Al](C)C (trimethylaluminum), CCCCCC (hexane). The solvent is ClCCl (dichloromethane), ClCCl (dichloromethane). Conditions: time 8 hour. Product: C(C)(C)(C)NS(=O)(=O)C1=C(C=CC=C1)C1=CC=C(C=C1)NC(\C=C(\C)/C1=CC(=CC=C1)C#N)=O ((2Z)-N-[4-(2-{[(tert-butyl)amino]sulfonyl}phenyl)phenyl]-3-(3-cyanophenyl)but-2-enamide). Isolated yield 65.0%. As a reaction SMILES: [C:1]([NH:5][S:6]([C:9]1[CH:14]=[CH:13][CH:12]=[CH:11][C:10]=1[C:15]1[CH:20]=[CH:19][C:18]([NH2:21])=[CH:17][CH:16]=1)(=[O:8])=[O:7])([CH3:4])([CH3:3])[CH3:2].C[Al](C)C.[CH3:26]CCCCC.[C:32]([C:34]1[CH:35]=[C:36](/[CH:40]=[CH:41]\[C:42]([O:44]CC)=O)[CH:37]=[CH:38][CH:39]=1)#[N:33]>ClCCl>[C:1]([NH:5][S:6]([C:9]1[CH:14]=[CH:13][CH:12]=[CH:11][C:10]=1[C:15]1[CH:20]=[CH:19][C:18]([NH:21][C:42](=[O:44])/[CH:41]=[C:40](\[C:36]2[CH:37]=[CH:38][CH:39]=[C:34]([C:32]#[N:33])[CH:35]=2)/[CH3:26])=[CH:17][CH:16]=1)(=[O:8])=[O:7])([CH3:4])([CH3:2])[CH3:3]. Procedure details: To a solution of 2′-tert-butylaminosulfonyl-4-amino-[1,1′]-biphenyl (198 mg, 0.65 mmol) in 5 ml anhydrous dichloromethane was added a solution of 2M trimethylaluminum in hexane (0.98 ml, 1.95 mmol). Reaction was stirred at room temperature for 20 minutes to which a solution of ethyl (Z) 3-(3-cyanophenyl)-2-propenoate (140 mg, 0.65 mmol) in 1 ml anhydrous dichloromethane was added. Reaction was stirred at room temperature overnight. Reaction was quenched with 5 ml 1N HCl after which an additional... Reactants: ClC1=NC(=NC2=CC(=CC=C12)C1=NC=CC=C1C(F)(F)F)C (4-chloro-2-methyl-7-(3-trifluoromethyl-pyridin-2-yl)-quinazoline), C(C)(C)(C)C1=CC=C(N)C=C1 (4-tert-butylaniline). The product is C(C)(C)(C)C1=CC=C(C=C1)NC1=NC(=NC2=CC(=CC=C12)C1=NC=CC=C1C(F)(F)F)C ((4-tert-Butyl-phenyl)-[2-methyl-7-(3-trifluoromethyl-pyridin-2-yl)-quinazolin-4-yl]-amine). RXN SMILES: Cl[C:2]1[C:11]2[C:6](=[CH:7][C:8]([C:12]3[C:17]([C:18]([F:21])([F:20])[F:19])=[CH:16][CH:15]=[CH:14][N:13]=3)=[CH:9][CH:10]=2)[N:5]=[C:4]([CH3:22])[N:3]=1.[C:23]([C:27]1[CH:33]=[CH:32][C:30]([NH2:31])=[CH:29][CH:28]=1)([CH3:26])([CH3:25])[CH3:24]>>[C:23]([C:27]1[CH:28]=[CH:29][C:30]([NH:31][C:2]2[C:11]3[C:6](=[CH:7][C:8]([C:12]4[C:17]([C:18]([F:21])([F:20])[F:19])=[CH:16][CH:15]=[CH:14][N:13]=4)=[CH:9][CH:10]=3)[N:5]=[C:4]([CH3:22])[N:3]=2)=[CH:32][CH:33]=1)([CH3:26])([CH3:24])[CH3:25]. Procedure details: Using procedures analogous to those already described, (4-tert-Butyl-phenyl)-[2-methyl-7-(3-trifluoromethyl-pyridin-2-yl)-quinazolin-4-yl]-amine is prepared by condensing 4-chloro-2-methyl-7-(3-trifluoromethyl-pyridin-2-yl)-quinazoline with 4-tert-butylaniline. Mass spec. 436.2. Starting materials: Cl (hydrochloric acid), C(CCC)C1=NC=2C(=NC=CC2)N1CC1=CC=C(C=C1)C1=C(SC(=C1)Cl)C1=NN=NN1C(C1=CC=CC=C1)(C1=CC=CC=C1)C1=CC=CC=C1 (2-Butyl-3-[4-[5-chloro-2-(1-trityl-1H-tetrazol-5-yl)-3-thienyl]benzyl]-3H-imidazo[4,5-b]pyridine), [OH-].[Na+] (sodium hydroxide). Run in O1CCOCC1 (1,4-dioxane). Product: C(CCC)C1=NC=2C(=NC=CC2)N1CC1=CC=C(C=C1)C1=C(SC(=C1)Cl)C1=NN=NN1 (2-butyl-3-[4-[5-chloro-2-(1H-tetrazol-5-yl)-3-thienyl]benzyl]-3H-imidazo[4,5-b]pyridine). The yield is 96.5%. As a reaction SMILES: [CH2:1]([C:5]1[N:13]([CH2:14][C:15]2[CH:20]=[CH:19][C:18]([C:21]3[CH:25]=[C:24]([Cl:26])[S:23][C:22]=3[C:27]3[N:31](C(C4C=CC=CC=4)(C4C=CC=CC=4)C4C=CC=CC=4)[N:30]=[N:29][N:28]=3)=[CH:17][CH:16]=2)[C:8]2=[N:9][CH:10]=[CH:11][CH:12]=[C:7]2[N:6]=1)[CH2:2][CH2:3][CH3:4].Cl.[OH-].[Na+]>O1CCOCC1>[CH2:1]([C:5]1[N:13]([CH2:14][C:15]2[CH:16]=[CH:17][C:18]([C:21]3[CH:25]=[C:24]([Cl:26])[S:23][C:22]=3[C:27]3[NH:31][N:30]=[N:29][N:28]=3)=[CH:19][CH:20]=2)[C:8]2=[N:9][CH:10]=[CH:11][CH:12]=[C:7]2[N:6]=1)[CH2:2][CH2:3][CH3:4] |f:2.3|. Procedure: 2-Butyl-3-[4-[5-chloro-2-(1-trityl-1H-tetrazol-5-yl)-3-thienyl]benzyl]-3H-imidazo[4,5-b]pyridine (1.02 g) was dissolved in 1,4-dioxane (10 ml) and treated with 1N hydrochloric acid at ambient temperature for 10 hours. The reaction mixture was neutralized with 1N aqueous sodium hydroxide and concentrated in vacuo. The residue was extracted with dichloromethane-methanol (4:1) and the extract was evaporated in vacuo. The residue was purified by silica gel column chromatography to afford 2-butyl-3-[... Reactants: CCO, [Na+], C1CCOC1, [OH-], O, O=C(O)CC(O)(CC(=O)O)C(=O)O, CCCN(Cc1ccc(COc2ccc3c(c2)CCC3CC(=O)OCC)cc1)c1nc(-c2ccccc2)cs1. Product: CCCN(Cc1ccc(COc2ccc3c(c2)CCC3CC(=O)O)cc1)c1nc(-c2ccccc2)cs1. Reaction SMILES: [CH3:40][CH2:41][OH:42].[Na+:44].[O:59]1[CH2:60][CH2:61][CH2:62][CH2:63]1.[OH-:43].[OH2:58].[OH:45][C:46]([CH2:47][C:48]([C:49](=[O:50])[OH:51])([CH2:52][C:53](=[O:54])[OH:55])[OH:56])=[O:57].[c:1]1(-[c:7]2[n:8][c:9]([N:12]([CH2:13][CH2:14][CH3:15])[CH2:16][c:17]3[cH:18][cH:19][c:20]([CH2:21][O:22][c:23]4[cH:24][c:25]5[c:29]([cH:30][cH:31]4)[CH:28]([CH2:32][C:33](=[O:34])[O:35][CH2:36][CH3:37])[CH2:27][CH2:26]5)[cH:38][cH:39]3)[s:10][cH:11]2)[cH:2][cH:3][cH:4][cH:5][cH:6]1>>[c:1]1(-[c:7]2[n:8][c:9]([N:12]([CH2:13][CH2:14][CH3:15])[CH2:16][c:17]3[cH:18][cH:19][c:20]([CH2:21][O:22][c:23]4[cH:24][c:25]5[c:29]([cH:30][cH:31]4)[CH:28]([CH2:32][C:33](=[O:34])[OH:35])[CH2:27][CH2:26]5)[cH:38][cH:39]3)[s:10][cH:11]2)[cH:2][cH:3][cH:4][cH:5][cH:6]1.